Dataset: the Open Reaction Database (ORD), a public repository of structured organic reaction records. Task: describe an organic reaction: reactants, conditions, products, and yield Reactants: BrC=1C=C2C(=C(N(C(C2=CC1)=O)CC1CCN(CC1)CC1=CC(=NO1)C1=CC=CC=C1)C(=O)OC)C1=CC=CC=C1 (methyl 6-bromo-1-oxo-4-phenyl-2-({1-[(3-phenyl-5-isoxazolyl)methyl]-4-piperidinyl}methyl)-1,2-dihydro-3-isoquinolinecarboxylate), C(CCC)[Li] (n-Butyl lithium), [Cl-].[NH4+] (ammonium chloride). Procedure: The compound prepared in Example 96 (0.050 g) was suspended in dry tetrahydrofuran (10 mL) and cooled to −78° C. n-Butyl lithium (2.5 mol/L solution in hexane, 0.03 mL) was added dropwise and the reaction was allowed to stirred at −78° C. for 5 minutes. A saturated aqueous ammonium chloride solution was added and the reaction mixture was warmed to room temperature. The mixture was partitioned between a saturated aqueous ammonium chloride solution and ethyl acetate. The organics were washed with ... Conditions: temperature -78 celsius, time 5 minute. Yield: 34.4%. Product: O=C1N(C(=C(C2=CC=CC=C12)C1=CC=CC=C1)C(=O)OC)CC1CCN(CC1)CC1=CC(=NO1)C1=CC=CC=C1 (methyl 1-oxo-4-phenyl-2-({1-[(3-phenyl-5-isoxazolyl)methyl]-4-piperidinyl}methyl)-1,2-dihydro-3-isoquinolinecarboxylate). The solvent is O1CCCC1 (tetrahydrofuran). RXN SMILES: Br[C:2]1[CH:3]=[C:4]2[C:9](=[CH:10][CH:11]=1)[C:8](=[O:12])[N:7]([CH2:13][CH:14]1[CH2:19][CH2:18][N:17]([CH2:20][C:21]3[O:25][N:24]=[C:23]([C:26]4[CH:31]=[CH:30][CH:29]=[CH:28][CH:27]=4)[CH:22]=3)[CH2:16][CH2:15]1)[C:6]([C:32]([O:34][CH3:35])=[O:33])=[C:5]2[C:36]1[CH:41]=[CH:40][CH:39]=[CH:38][CH:37]=1.C([Li])CCC.[Cl-].[NH4+]>O1CCCC1>[O:12]=[C:8]1[C:9]2[C:4](=[CH:3][CH:2]=[CH:11][CH:10]=2)[C:5]([C:36]2[CH:37]=[CH:38][CH:39]=[CH:40][CH:41]=2)=[C:6]([C:32]([O:34][CH3:35])=[O:33])[N:7]1[CH2:13][CH:14]1[CH2:19][CH2:18][N:17]([CH2:20][C:21]2[O:25][N:24]=[C:23]([C:26]3[CH:31]=[CH:30][CH:29]=[CH:28][CH:27]=3)[CH:22]=2)[CH2:16][CH2:15]1 |f:2.3|. Reactants: CC=1NC(=C(N1)C)C=1C=C(C(=O)O)C=CC1C (3-(2,4-dimethyl-1H-imidazol-5-yl)-4-methylbenzoic acid), IC1=C(N=C(N1)C1OCCC1)C (5-iodo-4-methyl-2-(tetrahydrofuran-2-yl)-1H-imidazole), IC1=C(N=C(N1)C1OCCC1)C (5-iodo-4-methyl-2-(tetrahydrofuran-2-yl)-1H-imidazole), IC1=C(N=C(N1)C)C (5-iodo-2,4-dimethyl-1H-imidazole), CC1=C(C=C(C(=O)OC)C=C1)B1OC(C(O1)(C)C)(C)C (Methyl 4-methyl-3-(4,4,5,5-tetramethyl-1,3,2-dioxaborolan-2-yl)benzoate), CC1=C(C(=O)OC)C=C(C(=C1)C)B1OC(C(O1)(C)C)(C)C (methyl 2,4-dimethyl-5-(4,4,5,5-tetramethyl-1,3,2-dioxaborolan-2-yl)benzoate), CC1=C(C(=O)OC)C=C(C(=C1)C)B1OC(C(O1)(C)C)(C)C (methyl 2,4-dimethyl-5-(4,4,5,5-tetramethyl-1,3,2-dioxaborolan-2-yl)benzoate). The product is CC1=C(C(=O)O)C=C(C(=C1)C)C1=C(N=C(N1)C1OCCC1)C (2,4-Dimethyl-5-(4-methyl-2-(tetrahydrofuran-2-yl)-1H-imidazol-5-yl)benzoic acid). As a reaction SMILES: CC1NC(C2C=C(C=CC=2C)C(O)=O)=C(C)N=1.I[C:19]1[NH:23][C:22]([CH:24]2[CH2:28][CH2:27][CH2:26][O:25]2)=[N:21][C:20]=1[CH3:29].IC1NC(C)=NC=1C.[CH3:38][C:39]1[CH:48]=[C:47]([CH3:49])[C:46](B2OC(C)(C)C(C)(C)O2)=[CH:45][C:40]=1[C:41]([O:43]C)=[O:42].CC1C=CC(C(OC)=O)=CC=1B1OC(C)(C)C(C)(C)O1>>[CH3:38][C:39]1[CH:48]=[C:47]([CH3:49])[C:46]([C:19]2[NH:23][C:22]([CH:24]3[CH2:28][CH2:27][CH2:26][O:25]3)=[N:21][C:20]=2[CH3:29])=[CH:45][C:40]=1[C:41]([OH:43])=[O:42]. Reported procedure: The title compound was prepared using standard chemical manipulations and procedures similar to those used for the preparation of compound 5.7, except 5-iodo-4-methyl-2-(tetrahydrofuran-2-yl)-1H-imidazole (compound 173.1) was used in place of 5-iodo-2,4-dimethyl-1H-imidazole (compound 5.5) and methyl 2,4-dimethyl-5-(4,4,5,5-tetramethyl-1,3,2-dioxaborolan-2-yl)benzoate (compound 160.1) was used in place of methyl 4-methyl-3-(4,4,5,5-tetramethyl-1,3,2-dioxaborolan-2-yl)benzoate (compound 5.4). The reactants are ClC1=CC(=CC(=C1)C(=C)C(F)(F)F)C(F)(F)F (1-chloro-3-(trifluoromethyl)-5-(3,3,3-trifluoroprop-1-en-2-yl)benzene), ClC1=CC(=CC(=C1)C(=C)C(F)(F)F)Cl (1,3-dichloro-5-(3,3,3-trifluoroprop-1-en-2-yl)benzene), ClC=1C=C(C=C(C1)Cl)C1(CC(=NO1)C1=CC2=C(B(OC2(C)C)O)C=C1)C(F)(F)F (5-(5-(3,5-dichlorophenyl)-5-(trifluoromethyl)-4,5-dihydroisoxazol-3-yl)-3,3-dimethyl-benzo[c][1,2]oxaborol-1(3H)-ol). The product is ClC=1C=C(C=C(C1)C(F)(F)F)C1(CC(=NO1)C1=CC2=C(B(OC2(C)C)O)C=C1)C(F)(F)F (5-(5-(3-Chloro-5-(trifluoromethyl)phenyl)-5-(trifluoromethyl)-4,5-dihydroisoxazol-3-yl)-3,3-dimethylbenzo[c][1,2]oxaborol-1(3H)-ol). Reaction SMILES: [Cl:1][C:2]1[CH:7]=[C:6]([C:8]([C:10]([F:13])([F:12])[F:11])=[CH2:9])[CH:5]=[C:4]([C:14]([F:17])([F:16])[F:15])[CH:3]=1.ClC1C=C(C(C(F)(F)F)=C)C=C(Cl)C=1.ClC1C=C(C2(C(F)(F)F)[O:44][N:43]=[C:42]([C:45]3[CH:56]=[CH:55][C:48]4[B:49]([OH:54])[O:50][C:51]([CH3:53])([CH3:52])[C:47]=4[CH:46]=3)C2)C=C(Cl)C=1>>[Cl:1][C:2]1[CH:7]=[C:6]([C:8]2([C:10]([F:11])([F:12])[F:13])[O:44][N:43]=[C:42]([C:45]3[CH:56]=[CH:55][C:48]4[B:49]([OH:54])[O:50][C:51]([CH3:53])([CH3:52])[C:47]=4[CH:46]=3)[CH2:9]2)[CH:5]=[C:4]([C:14]([F:15])([F:16])[F:17])[CH:3]=1. Reported procedure: The title compound was prepared by using the same method as described in 5-(5-(3,5-dichlorophenyl)-5-(trifluoromethyl)-4,5-dihydroisoxazol-3-yl)-3,3-dimethyl-benzo[c][1,2]oxaborol-1(3H)-ol with 1-chloro-3-(trifluoromethyl)-5-(3,3,3-trifluoroprop-1-en-2-yl)benzene to replace 1,3-dichloro-5-(3,3,3-trifluoroprop-1-en-2-yl)benzene. It was obtained as a white solid. MS: m/z=478.1 [M+1]+. Starting materials: OC1=NC=CC=C1 (2-hydroxypyridine), C(C)(C)(C)OC(N[C@@H](CN1C(CN(C(C1)=O)C1=C(C=CC=C1F)F)(C)C)[C@H]1OC([C@@H](C1)C)=O)=O ({(S)-2-[4-(2,6-difluorophenyl)-2,2-dimethyl-5-oxopiperazin-1-yl]-1-[(2S,4R)-4-methyl-5-oxotetrahydrofuran-2-yl]ethyl}carbamic acid t-butyl ester), C1(CCCCC1)N (cyclohexylamine), O (water). Reaction conditions: temperature 80 celsius, time 3 hour. Yields the product C(C)(C)(C)OC(N[C@H]([C@H](C[C@@H](C)C(NC1CCCCC1)=O)O)CN1C(CN(C(C1)=O)C1=C(C=CC=C1F)F)(C)C)=O ({(1S,2S,4R)-4-(Cyclohexylcarbamoyl)-1-[4-(2,6-difluorophenyl)-2,2-dimethyl-5-oxopiperazin-1-ylmethyl]-2-hydroxypentyl}carbamic acid t-butyl ester). The yield is 88.0%. Reaction SMILES: OC1C=CC=CN=1.[C:8]([O:12][C:13](=[O:41])[NH:14][C@H:15]([C@@H:34]1[CH2:38][C@@H:37]([CH3:39])[C:36](=[O:40])[O:35]1)[CH2:16][N:17]1[CH2:22][C:21](=[O:23])[N:20]([C:24]2[C:29]([F:30])=[CH:28][CH:27]=[CH:26][C:25]=2[F:31])[CH2:19][C:18]1([CH3:33])[CH3:32])([CH3:11])([CH3:10])[CH3:9].O.[CH:43]1([NH2:49])[CH2:48][CH2:47][CH2:46][CH2:45][CH2:44]1>>[C:8]([O:12][C:13](=[O:41])[NH:14][C@@H:15]([CH2:16][N:17]1[CH2:22][C:21](=[O:23])[N:20]([C:24]2[C:29]([F:30])=[CH:28][CH:27]=[CH:26][C:25]=2[F:31])[CH2:19][C:18]1([CH3:33])[CH3:32])[C@@H:34]([OH:35])[CH2:38][C@H:37]([C:36](=[O:40])[NH:49][CH:43]1[CH2:48][CH2:47][CH2:46][CH2:45][CH2:44]1)[CH3:39])([CH3:11])([CH3:9])[CH3:10]. Procedure: 7.9 mg of 2-hydroxypyridine (0.08 mmol) was added to a solution of 200 mg of {(S)-2-[4-(2,6-difluorophenyl)-2,2-dimethyl-5-oxopiperazin-1-yl]-1-[(2S,4R)-4-methyl-5-oxotetrahydrofuran-2-yl]ethyl}carbamic acid t-butyl ester obtained in Example (93b) (0.41 mmol) in cyclohexylamine (1.0 ml), and the mixture was stirred at 80° C. for three hours. The reaction mixture was cooled and then water was added, followed by extraction with methylene chloride. Then, the organic layer was dried over anhydrous m... Starting materials: CN1CCC(=CC1)C1=CNC2=CC=C(C=C12)C(=O)OC (Methyl 3-(1,2,3,6-tetrahydro-1-methyl-4-pyridinyl)-1H-indole-5-carboxylate), CN (methylamine). Solvent: C(C)O (ethanol), CO (methanol). Yields the product CNC(=O)C=1C=C2C(=CNC2=CC1)C=1CCN(CC1)C (N-Methyl-3-(1,2,3,6-tetrahydro-1-methyl-4-pyridinyl)-1H-indole-5-carboxamide). As a reaction SMILES: [CH3:1][N:2]1[CH2:7][CH:6]=[C:5]([C:8]2[C:16]3[C:11](=[CH:12][CH:13]=[C:14]([C:17]([O:19]C)=O)[CH:15]=3)[NH:10][CH:9]=2)[CH2:4][CH2:3]1.[CH3:21][NH2:22]>C(O)C.CO>[CH3:21][NH:22][C:17]([C:14]1[CH:15]=[C:16]2[C:11](=[CH:12][CH:13]=1)[NH:10][CH:9]=[C:8]2[C:5]1[CH2:4][CH2:3][N:2]([CH3:1])[CH2:7][CH:6]=1)=[O:19]. Reported procedure: A solution of the product of stage (i) (0.5 g) in a mixture of methylamine in ethanol (40%, 20 ml) and methanol (10 ml) was heated at reflux for 10 h. The mixture was cooled, and partitioned between water (100 ml) and ethyl acetate (100 ml). The aqueous phase was separated, and extracted with ethyl acetate (50 ml). The organic layers were combined, dried and evaporated in vacuo to give a solid, (0.25 g) which was crystallized twice from ethyl acetate to give the title compound as microcrystals (... Reactants: O=C([O-])O, COc1cc(N2CCCNCC2)ccc1-c1nc2c(c(C3CCCCC3)nn2C)c(=O)[nH]1, O=CO, [Na+], O. The product is COc1cc(N2CCCN(C)CC2)ccc1-c1nc2c(c(C3CCCCC3)nn2C)c(=O)[nH]1. As a reaction SMILES: [C:34](=[O:35])([O-:36])[OH:37].[CH:2]1([c:8]2[n:9][n:10]([CH3:33])[c:11]3[n:12][c:13](-[c:18]4[c:19]([O:31][CH3:32])[cH:20][c:21]([N:24]5[CH2:25][CH2:26][NH:27][CH2:28][CH2:29][CH2:30]5)[cH:22][cH:23]4)[nH:14][c:15](=[O:17])[c:16]23)[CH2:3][CH2:4][CH2:5][CH2:6][CH2:7]1.[CH:39]([OH:40])=[O:41].[Na+:38].[OH2:1]>>[CH:2]1([c:8]2[n:9][n:10]([CH3:33])[c:11]3[n:12][c:13](-[c:18]4[c:19]([O:31][CH3:32])[cH:20][c:21]([N:24]5[CH2:25][CH2:26][N:27]([CH3:34])[CH2:28][CH2:29][CH2:30]5)[cH:22][cH:23]4)[nH:14][c:15](=[O:17])[c:16]23)[CH2:3][CH2:4][CH2:5][CH2:6][CH2:7]1.